From a dataset of the Open Reaction Database (ORD), a public repository of structured organic reaction records. describe an organic reaction: reactants, conditions, products, and yield Reactants: ClC=1C2=C(N=CN1)N(CC2C)CC2=CC=C(C=C2)OC (4-Chloro-7-(4-methoxy-benzyl)-5-methyl-6,7-dihydro-5H-pyrrolo[2,3-d]pyrimidine), C(=O)(OC(C)(C)C)N1CCNCC1 (1-Boc-piperazine), C(C)(C)(C)O[K] (tBuOK), C(C)(=O)OCC (ethyl acetate). Solvent: CN1CCCC1=O (NMP). Conditions: temperature 128 celsius. The product is C(C)(C)(C)OC(=O)N1CCN(CC1)C=1C2=C(N=CN1)NCC2C (4-(5-Methyl-6,7-dihydro-5H-pyrrolo[2,3-d]pyrimidin-4-yl)-piperazine-1-carboxylic acid tert-butyl ester). Isolated yield 50.0%. Reaction SMILES: Cl[C:2]1[C:3]2[CH:10]([CH3:11])[CH2:9][N:8](CC3C=CC(OC)=CC=3)[C:4]=2[N:5]=[CH:6][N:7]=1.[C:21]([N:28]1[CH2:33][CH2:32][NH:31][CH2:30][CH2:29]1)([O:23][C:24]([CH3:27])([CH3:26])[CH3:25])=[O:22].C(O[K])(C)(C)C.C(OCC)(=O)C>CN1C(=O)CCC1>[C:24]([O:23][C:21]([N:28]1[CH2:33][CH2:32][N:31]([C:2]2[C:3]3[CH:10]([CH3:11])[CH2:9][NH:8][C:4]=3[N:5]=[CH:6][N:7]=2)[CH2:30][CH2:29]1)=[O:22])([CH3:27])([CH3:25])[CH3:26]. Procedure: To a solution of 4-Chloro-7-(4-methoxy-benzyl)-5-methyl-6,7-dihydro-5H-pyrrolo[2,3-d]pyrimidine (0.55 g, 1.88 mmol) in NMP (20 mL) were added 1-Boc-piperazine (1.0 g, 5.40 mmol) and tBuOK (0.21 g, 1.88 mmol). The mixture was heated to 128° C. for 30 hours. After cooling, the mixture was diluted by ethyl acetate (500 mL) and washed with water (5×150 mL). The organic phase was dried and concentrated. The residue was subject to column chromatography, eluted by hexane/ethyl acetate (1:1) to give 4-(... Reactants: C(=O)O (formic acid), C(C)(=O)OC(C)=O (acetic anhydride), COC1=C(N)C=C(C=C1)[N+](=O)[O-] (2-methoxy-5-nitroaniline). The solvent is C1CCOC1 (THF). Conditions: temperature 55 celsius, time 2 hour. The product is COC1=C(NC=O)C=C(C=C1)[N+](=O)[O-] (2'-Methoxy-5'-nitroformanilide). Isolated yield 102.0%. Reaction SMILES: [CH:1]([OH:3])=O.C(OC(=O)C)(=O)C.[CH3:11][O:12][C:13]1[CH:19]=[CH:18][C:17]([N+:20]([O-:22])=[O:21])=[CH:16][C:14]=1[NH2:15]>C1COCC1>[CH3:11][O:12][C:13]1[CH:19]=[CH:18][C:17]([N+:20]([O-:22])=[O:21])=[CH:16][C:14]=1[NH:15][CH:1]=[O:3]. Reported procedure: A mixture of formic acid (0.45 ml, 0.012 mole) and acetic anhydride (1.06 ml, 0.011 mole) was stirred at 55° C. under Ar for 2 h, and cooled to room temperature. Dry THF (10 ml) was added. To this solution was added 2-methoxy-5-nitroaniline (0.69 g, 0.004 mole). After stirring for 1 h, the suspension was evaporated in vacuo to leave the title compound as a brown solid (0.80 g, 99%). Reactants: C(C1=CC=CC=C1)C12CN(CCC1CN(C2=O)C)CC2=CC=CC=C2 (3a,5-Dibenzyl-2-Methyl-Octahydro-Pyrrolo[3,4-c]Pyridin-3-One), [H][H] (hydrogen), [H][H] (hydrogen). Reagents/catalysts: [Pd] (palladium on carbon), [Pd] (palladium on carbon). Solvent: C(C)(=O)O (acetic acid), O (H2O). The product is C(C1=CC=CC=C1)C12CNCCC1CN(C2=O)C (3a-Benzyl-2-Methyl-Octahydro-Pyrrolo[3,4-c]Pyridin-3-One). Yield: 0.8%. RXN SMILES: [CH2:1]([C:8]12[C:16](=[O:17])[N:15]([CH3:18])[CH2:14][CH:13]1[CH2:12][CH2:11][N:10](CC1C=CC=CC=1)[CH2:9]2)[C:2]1[CH:7]=[CH:6][CH:5]=[CH:4][CH:3]=1.[H][H]>C(O)(=O)C.[Pd].O>[CH2:1]([C:8]12[C:16](=[O:17])[N:15]([CH3:18])[CH2:14][CH:13]1[CH2:12][CH2:11][NH:10][CH2:9]2)[C:2]1[CH:3]=[CH:4][CH:5]=[CH:6][CH:7]=1. Procedure details: To a solution of the compound of Example 200, Step D (0.034 g, 10.10 mmol) in acetic acid (18 mL) was added slurry of palladium on carbon (10% by weight, 0.030 g) in H2O (2 mL). The reaction mixture was shaken under 50 psig hydrogen for 24 h, an additional aliquot of palladium on carbon (0.030 g) was introduced and the reaction was continued under 50 psig hydrogen for another 24 h. The reaction mixture was filtered through a bed of Celite® with the aid of MeOH, concentrated under vacuum, and the... Reactants: OO (hydrogen peroxide), OO (hydrogen peroxide), product, carboxylic acid, C(CCCCCCCCC)S(=O)(=O)CCC(=O)O (3-(n-decylsulfonyl)propionic acid), sulfone carboxylic acid, C(CCCCCCCCC)S(=O)(=O)CCC(=O)O (3-(n-decylsulfonyl)propionic acid). Solvent: CS(=O)(=O)O (methanesulfonic acid), CS(=O)(=O)O (methanesulfonic acid). Reaction conditions: temperature 40 celsius. Product: C(CCCCCCCCC)S(=O)(=O)CCC(=O)OO (3-(n-decylsulfonyl)peroxypropionic acid). The yield is 87.6%. RXN SMILES: [CH2:1]([S:11]([CH2:14][CH2:15][C:16]([OH:18])=[O:17])(=[O:13])=[O:12])[CH2:2][CH2:3][CH2:4][CH2:5][CH2:6][CH2:7][CH2:8][CH2:9][CH3:10].[OH:19]O>CS(O)(=O)=O>[CH2:1]([S:11]([CH2:14][CH2:15][C:16]([O:18][OH:19])=[O:17])(=[O:12])=[O:13])[CH2:2][CH2:3][CH2:4][CH2:5][CH2:6][CH2:7][CH2:8][CH2:9][CH3:10]. Procedure details: The product of Example 12 was converted to the corresponding carboxylic acid by alkaline hydrolysis followed by acidification and then to the corresponding sulfone carboxylic acid by oxidation in accordance with a procedure found in U.S. Pat. No. 3,857,875 to Brady et al. A stirred mixture of 5 g of 3-(n-decylsulfonyl)propionic acid and 50 mL of methanesulfonic acid was heated to 40±3° C. The 3-(n-decylsulfonyl)propionic acid dissolved only partially in the methanesulfonic acid at this temperatu... Solvent: C1(=CC=CC=C1)C (toluene), C(C)OCC (diethyl ether). The product is ClCC(=O)OCCCCCCCCCCCCCCCCCC (Octadecyl 2-chloroacetate). As a reaction SMILES: [CH2:1]([OH:19])[CH2:2][CH2:3][CH2:4][CH2:5][CH2:6][CH2:7][CH2:8][CH2:9][CH2:10][CH2:11][CH2:12][CH2:13][CH2:14][CH2:15][CH2:16][CH2:17][CH3:18].[Cl:20][CH2:21][C:22](O)=[O:23].S(=O)(=O)(O)O>C1(C)C=CC=CC=1.C(OCC)C>[Cl:20][CH2:21][C:22]([O:19][CH2:1][CH2:2][CH2:3][CH2:4][CH2:5][CH2:6][CH2:7][CH2:8][CH2:9][CH2:10][CH2:11][CH2:12][CH2:13][CH2:14][CH2:15][CH2:16][CH2:17][CH3:18])=[O:23]. Procedure: A solution of 1-octadecanol 5 (5 0 g, 180 mmol), chloroacetic acid (17.5 g, 180 mmol) and concentrated sulfuric acid (0.1 mL) in 350 mL of toluene was refluxed overnight in a flask equipped with a Dean-Stark trap. The solution was diluted with 500 mL of diethyl ether and extracted twice with a saturated bicarbonate solution (500 mL). The aqueous phase was subsequently extracted with 400 mL of diethyl ether. The combined organic layers were dried with sodium sulfate and evaporated in vacuo yieldi... The reactants are C(CCCCCCCCCCCCCCCCC)O (1-octadecanol), ClCC(=O)O (chloroacetic acid), S(O)(O)(=O)=O (sulfuric acid). Reactants: C1(C=2C=3C=CC=CC3N3C2C(CC1)CCC3)=O (2,3,3a,4,5,6-hexahydro-1H-pyrido[3,2,1-jk]carbazol-1-one), O.C1(=CC=C(C=C1)S(=O)(=O)O)C (p-toluenesulfonic acid hydrate), C1(=CC=CC=C1)C(N1C=NC(=C1C)C=O)(C1=CC=CC=C1)C1=CC=CC=C1 (1-triphenylmethyl-5-methyl-1H-imidazole-4-carboxaldehyde), CC1(NC(C=CC1)(C)C)C (2,2,6,6-tetramethylpyridine). The solvent is O1CCCC1 (tetrahydrofuran), O1CCCC1 (tetrahydrofuran), CCCCCC (hexane), O1CCCC1 (tetrahydrofuran), C(C)(=O)O (acetic acid). Conditions: temperature 0 celsius, time 30 minute. The product is CC1=C(N=CN1)C=C1C(C=2C=3C=CC=CC3N3C2C(C1)CCC3)=O (2,3,3a,4,5,6-hexahydro-2-[(5-methyl-1H-imidazol-4-yl)-methylene]-1H- pyrido[3,2,1jk]carbazol-1-one). Yield: 60.7%. RXN SMILES: CC1(C)CC=CC(C)(C)N1.[C:11]1(=[O:27])[CH2:23][CH2:22][CH:21]2[CH2:24][CH2:25][CH2:26][N:19]3[C:20]2=[C:12]1[C:13]1[CH:14]=[CH:15][CH:16]=[CH:17][C:18]=13.C1(C(C2C=CC=CC=2)(C2C=CC=CC=2)[N:35]2[C:39]([CH3:40])=[C:38]([CH:41]=O)[N:37]=[CH:36]2)C=CC=CC=1.O.C1(C)C=CC(S(O)(=O)=O)=CC=1>CCCCCC.O1CCCC1.C(O)(=O)C>[CH3:41][C:38]1[NH:37][CH:36]=[N:35][C:39]=1[CH:40]=[C:23]1[CH2:22][CH:21]2[CH2:24][CH2:25][CH2:26][N:19]3[C:20]2=[C:12]([C:13]2[CH:14]=[CH:15][CH:16]=[CH:17][C:18]=23)[C:11]1=[O:27] |f:3.4|. Procedure details: 6.88 mmol butyllium in hexane (4.3 ml; 1.6M) were added dropwise at -78° C. to a solution of 1.2 ml (6.88 mmol) of 2,2,6,6-tetramethylpyridine in 14 ml of dry tetrahydrofuran. The mixture was then stirred for 30 minutes at 0° C., cooled to -70° C., and added dropwise to a solution of 1-4 g (6.23 mmol) of 2,3,3a,4,5,6-hexahydro-1H-pyrido[3,2,1-jk]carbazol-1-one in 42 ml of dry tetrahydrofuran. The mixture was stirred for 90 minutes under nitrogen at -70° C. A solution of 2.4 g (6.88 mmol) of 1-tr... Starting materials: solution, C1(=CC=CC=C1)[Li] (phenyl lithium), CCCCCC (hexane), BrC1=NN=C(C2=CC(=C(C=C12)OC)OC)CC1=CC=NC=C1 (1-bromo-6,7-dimethoxy-4-pyridin-4-ylmethyl-phthalazine), C1(=CC=CC=C1)P(C1=CC=CC=C1)C1=CC=CC=C1 (triphenylphosphine), [OH-].[Na+] (NaOH). The reagents and catalysts are [Cl-].[Cl-].[Zn+2] (ZnCl2), C(C)(=O)[O-].[Pd+2].C(C)(=O)[O-] (palladium acetate). Run in O1CCCC1 (tetrahydrofuran). Product: COC=1C=C2C(=NN=C(C2=CC1OC)C1=CC=CC=C1)CC1=CC=NC=C1 (6,7-Dimethoxy-1-phenyl-4-pyridin-4-ylmethyl-phthalazine). Reaction SMILES: [C:1]1([Li])[CH:6]=[CH:5][CH:4]=[CH:3][CH:2]=1.CCCCCC.Br[C:15]1[C:24]2[C:19](=[CH:20][C:21]([O:27][CH3:28])=[C:22]([O:25][CH3:26])[CH:23]=2)[C:18]([CH2:29][C:30]2[CH:35]=[CH:34][N:33]=[CH:32][CH:31]=2)=[N:17][N:16]=1.C1(P(C2C=CC=CC=2)C2C=CC=CC=2)C=CC=CC=1.[OH-].[Na+]>O1CCCC1.[Cl-].[Cl-].[Zn+2].C([O-])(=O)C.[Pd+2].C([O-])(=O)C>[CH3:28][O:27][C:21]1[CH:20]=[C:19]2[C:24](=[CH:23][C:22]=1[O:25][CH3:26])[C:15]([C:1]1[CH:6]=[CH:5][CH:4]=[CH:3][CH:2]=1)=[N:16][N:17]=[C:18]2[CH2:29][C:30]1[CH:35]=[CH:34][N:33]=[CH:32][CH:31]=1 |f:4.5,7.8.9,10.11.12|. Procedure: In dry environment, ZnCl2 (379 mg, 2.78 mmoles) was dissolved in tetrahydrofuran (20 ml), then the temperature was brought to 0° C. and a 2M solution of phenyl lithium in hexane (1.4 ml, 2.8 mmoles) was dropped therein. The temperature was left to rise to room value and 1-bromo-6,7-dimethoxy-4-pyridin-4-ylmethyl-phthalazine (500 mg, 1.39 mmoles), obtained as described in example 65, palladium acetate (15 mg, 0.0695 mmole) and triphenylphosphine (36 mg, 0.139 mmole) were added and the whole was r...